Dataset: the Open Reaction Database (ORD), a public repository of structured organic reaction records. Task: describe an organic reaction: reactants, conditions, products, and yield Starting materials: C(C)(=O)OC1CC(N1)=O (4-Acetoxyazetidinone), [Na] (Sodium), C(C=C)O (allyl alcohol), C(C)(=O)SCCCC(=O)OCC=C (allyl 4-(acetylthio)butanoate). The solvent is C(C)(=O)OCC (ethyl acetate). Run at time 1 hour. Yields the product C(C=C)OC(=O)CCCSC1CC(N1)=O (4-(3-Allyloxycarbonylpropylthio)azetidin-2-one). Yield: 48.0%. RXN SMILES: [Na].C(O)C=C.[C:6]([S:9][CH2:10][CH2:11][CH2:12][C:13]([O:15][CH2:16][CH:17]=[CH2:18])=[O:14])(=O)[CH3:7].C([O:22][CH:23]1[NH:26]C(=O)C1)(=O)C>C(OCC)(=O)C>[CH2:16]([O:15][C:13]([CH2:12][CH2:11][CH2:10][S:9][CH:6]1[NH:26][C:23](=[O:22])[CH2:7]1)=[O:14])[CH:17]=[CH2:18] |^1:0|. Procedure details: Sodium (1.15 g) was added to allyl alcohol (50 ml) and this solution treated with allyl 4-(acetylthio)butanoate (10.Og) at room temperature for 20 mins. 4-Acetoxyazetidinone (6.5 g) was added and stirring continued at 20° C. for 1 h The resulting mixture was poured into excess ethyl acetate and the layers separated. The organic layer was washed with water, brine, dried (MgSO4), filtered and evaporated. The residue was chromatographed on silica gel (diethyl ether) to give the title compound as a ... As a reaction SMILES: [C:50]([O:51][CH:52]([CH3:53])[CH3:54])(=[O:55])[CH3:56].[CH3:58][O:59][CH2:60][CH2:61][O:62][CH3:63].[Cl:21][Si:22]([Cl:23])([CH3:24])[CH3:25].[Cl:2][S:3](=[O:4])(=[O:5])[c:6]1[cH:7][cH:8][c:9]([O:10][C:11]([C:12](=[O:13])[O:14][CH2:15][CH3:16])([CH3:17])[CH3:18])[cH:19][cH:20]1.[OH2:1].[OH:31][CH2:32][c:33]1[c:34]([CH2:48][OH:49])[n:35][c:36](-[c:38]2[cH:39][cH:40][c:41]([C:44]([F:45])([F:46])[F:47])[cH:42][cH:43]2)[s:37]1.[S:26]([Cl:27])([Cl:28])(=[O:29])=[O:30].[Zn:57]>>[S:3]([c:6]1[cH:7][cH:8][c:9]([O:10][C:11]([C:12](=[O:13])[O:14][CH2:15][CH3:16])([CH3:17])[CH3:18])[cH:19][cH:20]1)[CH2:32][c:33]1[c:34]([CH2:48][OH:49])[n:35][c:36](-[c:38]2[cH:39][cH:40][c:41]([C:44]([F:45])([F:46])[F:47])[cH:42][cH:43]2)[s:37]1. Yields the product CCOC(=O)C(C)(C)Oc1ccc(SCc2sc(-c3ccc(C(F)(F)F)cc3)nc2CO)cc1. Starting materials: CC(=O)OC(C)C, COCCOC, C[Si](C)(Cl)Cl, CCOC(=O)C(C)(C)Oc1ccc(S(=O)(=O)Cl)cc1, O, OCc1nc(-c2ccc(C(F)(F)F)cc2)sc1CO, O=S(=O)(Cl)Cl, [Zn]. Reactants: ClC(=O)N1[C@H](CN(C[C@H]1C)C(=O)OC(C)(C)C)C (cis 1-chlorocarbonyl-2,6-dimethyl-4-tert-butoxycarbonylpiperazine), FC1=C(CO)C=C(C=C1)F (2,5-difluorobenzyl alcohol). The product is Cl.C[C@@H]1N([C@@H](CNC1)C)C(=O)OCC1=C(C=CC(=C1)F)F (2,5-Difluorobenzyl cis-2,6-dimethylpiperazine-1-carboxylate hydrochloride), product. Yield: 77.0%. As a reaction SMILES: [Cl:1][C:2]([N:4]1[C@H:9]([CH3:10])[CH2:8][N:7](C(OC(C)(C)C)=O)[CH2:6][C@@H:5]1[CH3:18])=[O:3].[F:19][C:20]1[CH:27]=[CH:26][C:25]([F:28])=[CH:24][C:21]=1[CH2:22][OH:23]>>[ClH:1].[CH3:18][C@H:5]1[CH2:6][NH:7][CH2:8][C@@H:9]([CH3:10])[N:4]1[C:2]([O:23][CH2:22][C:21]1[CH:24]=[C:25]([F:28])[CH:26]=[CH:27][C:20]=1[F:19])=[O:3] |f:2.3|. Procedure details: 2,5-Difluorobenzyl cis-2,6-dimethylpiperazine-1-carboxylate hydrochloride was prepared from cis 1-chlorocarbonyl-2,6-dimethyl-4-tert-butoxycarbonylpiperazine and 2,5-difluorobenzyl alcohol according to the methods described for Examples 52 and 54 to give the product as a white solid (0.247 g, 77% overall); (Found: C, 52.5; H, 6.1; N, 8.7%. C14H18F2N2O2.HCl requires C, 52.4; H, 6.0; N, 8.7%); δH (400 MHz, DMSO-d6), 9.98 (2H, br),7.29 (3H, m), 5.15 (2H, s), 4.31 (2H, m), 3.15 (2H, d, J 12.8 Hz), 3... The reactants are [N+](=[N-])=C (diazomethane), ClC1=C(C(=CC(=C1)OC=1C=CC2=C(N(N=N2)C(CO)(C)C)C1)F)C(F)(F)F (6-[(2-chloro-α,α,α,6-tetrafluoro-p-tolyl) oxy]-β,β-dimethyl-1H-benzotriazole-1-ethanol), C(C)(=O)O (acetic acid), [O-][Mn](=O)(=O)=O.[K+] (KMnO4). Solvent: O1CCCC1 (tetrahydrofuran), C(Cl)(Cl)(Cl)Cl (carbon tetrachloride), O1CCCC1 (tetrahydrofuran), O (water), CO (methanol). Yields the product ClC1=C(C(=CC(=C1)OC=1C=CC2=C(N(N=N2)C(C(=O)OC)(C)C)C1)F)C(F)(F)F (methyl 6-[(2-chloro-α,α,α,6-tetrafluoro-p-tolyl)oxy]-α,α-dimethyl-1H-benzotriazole-1-acetate). As a reaction SMILES: [Cl:1][C:2]1[CH:7]=[C:6]([O:8][C:9]2[CH:10]=[CH:11][C:12]3[N:16]=[N:15][N:14]([C:17]([CH3:21])([CH3:20])[CH2:18][OH:19])[C:13]=3[CH:22]=2)[CH:5]=[C:4]([F:23])[C:3]=1[C:24]([F:27])([F:26])[F:25].[O-][Mn](=O)(=O)=O.[K+].[N+](=C)=[N-].[C:37](O)(=[O:39])C>O.CO.O1CCCC1.C(Cl)(Cl)(Cl)Cl>[Cl:1][C:2]1[CH:7]=[C:6]([O:8][C:9]2[CH:10]=[CH:11][C:12]3[N:16]=[N:15][N:14]([C:17]([CH3:21])([CH3:20])[C:18]([O:39][CH3:37])=[O:19])[C:13]=3[CH:22]=2)[CH:5]=[C:4]([F:23])[C:3]=1[C:24]([F:27])([F:26])[F:25] |f:1.2|. Procedure details: A solution of 6-[(2-chloro-α,α,α,6-tetrafluoro-p-tolyl) oxy]-β,β-dimethyl-1H-benzotriazole-1-ethanol (2.2 g, 0.00545 mole) in acetic acid and water is stirred at 56°-80° C., treated portionwise with solid KMnO4 (8.5 g, 0.054 mole) over a 3 hour period, cooled and filtered. The filtrate is concentrated in vacuo to give a gum residue. The residue is chromatographed on silica gel with 15% tetrahydrofuran in chloroform to afford a white solid, 1.2 g. The solid is dissolved in methanol, treated with ... Starting materials: [Si](C1=CC=CC=C1)(C1=CC=CC=C1)(C(C)(C)C)OC[C@@H]1CC([C@@H](O1)N1C(=O)NC(=O)C=C1)(SC1=CC=CC=C1)SC1=CC=CC=C1 (1-[5-O-(t-butyldiphenylsilyl)-2,3-dideoxy-2,2-di(phenylthio)-β-D-glycero-pentofuranosyl]uracil), hydrogenated tributyl tin, CC(C)(C#N)N=NC(C)(C)C#N (azobisisobutylonitrile), resultant solution. Run in C1=CC=CC=C1 (benzene). Yields the product [Si](C1=CC=CC=C1)(C1=CC=CC=C1)(C(C)(C)C)OC[C@@H]1CC([C@H](O1)N1C(=O)NC(=O)C=C1)(SC1=CC=CC=C1)SC1=CC=CC=C1 (1-[5-O-(t-butyldiphenylsilyl)-2,3-dideoxy-2,2-di(phenylthio)-α-D-glycero-pentofuranosyl]uracil). RXN SMILES: [Si:1]([O:18][CH2:19][C@H:20]1[O:24][C@@H:23]([N:25]2[CH:32]=[CH:31][C:29](=[O:30])[NH:28][C:26]2=[O:27])[C:22]([S:40][C:41]2[CH:46]=[CH:45][CH:44]=[CH:43][CH:42]=2)([S:33][C:34]2[CH:39]=[CH:38][CH:37]=[CH:36][CH:35]=2)[CH2:21]1)([C:14]([CH3:17])([CH3:16])[CH3:15])([C:8]1[CH:13]=[CH:12][CH:11]=[CH:10][CH:9]=1)[C:2]1[CH:7]=[CH:6][CH:5]=[CH:4][CH:3]=1.CC(N=NC(C#N)(C)C)(C#N)C>C1C=CC=CC=1>[Si:1]([O:18][CH2:19][C@H:20]1[O:24][C@H:23]([N:25]2[CH:32]=[CH:31][C:29](=[O:30])[NH:28][C:26]2=[O:27])[C:22]([S:40][C:41]2[CH:46]=[CH:45][CH:44]=[CH:43][CH:42]=2)([S:33][C:34]2[CH:39]=[CH:38][CH:37]=[CH:36][CH:35]=2)[CH2:21]1)([C:14]([CH3:15])([CH3:16])[CH3:17])([C:2]1[CH:3]=[CH:4][CH:5]=[CH:6][CH:7]=1)[C:8]1[CH:13]=[CH:12][CH:11]=[CH:10][CH:9]=1. Procedure details: To a solution prepared by dissolving 7 mg (0.10 mmol) of 1-[5-O-(t-butyldiphenylsilyl)-2,3-dideoxy-2,2-di(phenylthio)-β-D-glycero-pentofuranosyl]uracil prepared in step (3) in 10 ml of anhydrous benzene, 150 μl (0.57 mmol) of hydrogenated tributyl tin and 10 mg of azobisisobutylonitrile were added, followed by subjecting the resultant solution to a reflux under heating for 48 hours under an argon gas atmosphere. After completion of the reaction, a low boiling point substances were removed by dis... The reactants are N1(CCOCC1)CC1COC2=C(N1N)C=CC=C2 ((-)3-(4-morpholinylmethyl)-4-amino-3,4-dihydro-2H-1,4-benzoxazine), C1(=CC=CC2=CC=CC=C12)C(CC(C)=O)=O (4-(1-naphthyl)-2,4-butanedione), [N+](=O)([O-])C=1C=C(C=CC1)S(=O)(=O)O.N1=CC=CC=C1 (pyridine 3-nitrobenzenesulfonate), hydrazone. Run in CN(C)C=O (DMF), C1(=CC=CC=C1)C (toluene), C(C)(=O)O (acetic acid). The product is CS(=O)(=O)O.N1(CCOCC1)CC1COC=2C=3N1C(=C(C3C=CC2)C(=O)C2=CC=CC3=CC=CC=C23)C ((-)-3-(4-morpholinylmethyl)-5-methyl-6-(1-naphthylcarbonyl)-2,3-dihydropyrrolo[1,2,3-de]-1,4-benzoxazine methanesulfonate). Reaction SMILES: [N:1]1([CH2:7][CH:8]2[N:13](N)[C:12]3[CH:15]=[CH:16][CH:17]=[CH:18][C:11]=3[O:10][CH2:9]2)[CH2:6][CH2:5][O:4][CH2:3][CH2:2]1.[C:19]1([C:29](=[O:34])[CH2:30][C:31](=O)[CH3:32])[C:28]2[C:23](=[CH:24][CH:25]=[CH:26][CH:27]=2)[CH:22]=[CH:21][CH:20]=1.[N+](C1C=[C:40]([S:44]([OH:47])(=[O:46])=[O:45])C=CC=1)([O-])=O.N1C=CC=CC=1>CN(C=O)C.C1(C)C=CC=CC=1.C(O)(=O)C>[CH3:40][S:44]([OH:47])(=[O:46])=[O:45].[N:1]1([CH2:7][CH:8]2[N:13]3[C:31]([CH3:32])=[C:30]([C:29]([C:19]4[C:28]5[C:23](=[CH:24][CH:25]=[CH:26][CH:27]=5)[CH:22]=[CH:21][CH:20]=4)=[O:34])[C:15]4[CH:16]=[CH:17][CH:18]=[C:11]([C:12]=43)[O:10][CH2:9]2)[CH2:6][CH2:5][O:4][CH2:3][CH2:2]1 |f:2.3,7.8|. Procedure: Similarly (-)-3-(4-morpholinylmethyl)-5-methyl-6-(1-naphthylcarbonyl)-2,3-dihydropyrrolo[1,2,3-de]-1,4-benzoxazine methanesulfonate (7.2 g), m.p. 256°-260° C., [α]D25 =-39.4° (1% in DMF) was prepared by reaction of 9.3 g (0.037 mole) of (-)3-(4-morpholinylmethyl)-4-amino-3,4-dihydro-2H-1,4-benzoxazine with 9.5 g (0.045 mole) of 4-(1-naphthyl)-2,4-butanedione in toluene in the presence of a catalytic amount of pyridine 3-nitrobenzenesulfonate followed by cyclization of the resulting hydrazone by ...